Dataset: the Open Reaction Database (ORD), a public repository of structured organic reaction records. Task: describe an organic reaction: reactants, conditions, products, and yield Reactants: C1(CCCC1)C(C1=CC=C(C=C1)C1(CC1)C#N)F (1-{4-[cyclopentyl(fluoro)methyl]phenyl}cyclopropanecarbonitrile), [OH-].[Na+] (sodium hydroxide), C(CO)O (1,2-ethanediol). Solvent: O (water), O (water). Conditions: temperature 100 celsius. The product is C1(CCCC1)C(C1=CC=C(C=C1)C1(CC1)C(=O)O)F (1-{4-[cyclopentyl(fluoro)methyl]phenyl}cyclopropanecarboxylic acid). RXN SMILES: [CH:1]1([CH:6]([F:18])[C:7]2[CH:12]=[CH:11][C:10]([C:13]3([C:16]#N)[CH2:15][CH2:14]3)=[CH:9][CH:8]=2)[CH2:5][CH2:4][CH2:3][CH2:2]1.[OH-:19].[Na+].C(O)C[OH:23]>O>[CH:1]1([CH:6]([F:18])[C:7]2[CH:12]=[CH:11][C:10]([C:13]3([C:16]([OH:23])=[O:19])[CH2:15][CH2:14]3)=[CH:9][CH:8]=2)[CH2:5][CH2:4][CH2:3][CH2:2]1 |f:1.2|. Reported procedure: To a mixture of 1-{4-[cyclopentyl(fluoro)methyl]phenyl}cyclopropanecarbonitrile (600.0 mg, 0.002466 mol) and 19.4 M of sodium hydroxide in water (0.51 mL) was added 1,2-ethanediol (5 mL, 0.09 mol), and the mixture was refluxed at 100° C. overnight. After cooling down to rt, the reaction mixture was poured into water and extracted with ether. The aqueous phase then was acidified with HCl and extract with ether. Then the organic phase was washed with brine, dried over MgSO4, and concentrated to af... RXN SMILES: [C:19]([CH3:20])([CH3:21])([CH3:22])[Si:23]([O:24][c:25]1[c:26]([CH:39]2[CH2:40][CH2:41][CH:42]([OH:45])[CH2:43][CH2:44]2)[cH:27][cH:28][c:29]([O:31][Si:32]([CH3:33])([CH3:34])[C:35]([CH3:36])([CH3:37])[CH3:38])[cH:30]1)([CH3:46])[CH3:47].[CH:1]([N:2]([CH2:3][CH3:4])[CH:5]([CH3:6])[CH3:7])([CH3:8])[CH3:9].[Cl:48][CH2:49][Cl:50].[c:10]1([N:16]=[C:17]=[O:18])[cH:11][cH:12][cH:13][cH:14][cH:15]1>>[c:10]1([NH:16][C:17](=[O:18])[O:45][CH:42]2[CH2:41][CH2:40][CH:39]([c:26]3[c:25]([O:24][Si:23]([C:19]([CH3:20])([CH3:21])[CH3:22])([CH3:46])[CH3:47])[cH:30][c:29]([O:31][Si:32]([CH3:33])([CH3:34])[C:35]([CH3:36])([CH3:37])[CH3:38])[cH:28][cH:27]3)[CH2:44][CH2:43]2)[cH:11][cH:12][cH:13][cH:14][cH:15]1. Product: CC(C)(C)[Si](C)(C)Oc1ccc(C2CCC(OC(=O)Nc3ccccc3)CC2)c(O[Si](C)(C)C(C)(C)C)c1. Reactants: CC(C)(C)[Si](C)(C)Oc1ccc(C2CCC(O)CC2)c(O[Si](C)(C)C(C)(C)C)c1, CCN(C(C)C)C(C)C, ClCCl, O=C=Nc1ccccc1. Reactants: CC(c1ccccn1)N1CCN(c2c(Br)cnc(N)c2[N+](=O)[O-])CC1, Nc1ncc(Br)c(Cl)c1[N+](=O)[O-], Brc1ccccn1, C1CNCCN1, CC(C)O, CCN(C(C)C)C(C)C, ClCCl, O=C(O)C(F)(F)F, c1ccncc1, CC(c1cccnc1)N1CCN(C(=O)OC(C)(C)C)CC1. Product: CC(c1cccnc1)N1CCN(c2c(Br)cnc(N)c2[N+](=O)[O-])CC1. As a reaction SMILES: [Br:1][c:2]1[c:3]([N:12]2[CH2:13][CH2:14][N:15]([CH:18]([CH3:19])[c:20]3[cH:21][cH:22][cH:23][cH:24][n:25]3)[CH2:16][CH2:17]2)[c:4]([N+:9](=[O:10])[O-:11])[c:5]([NH2:8])[n:6][cH:7]1.[Br:54][c:55]1[c:56]([Cl:57])[c:58]([N+:59]([O-:60])=[O:61])[c:62]([NH2:63])[n:64][cH:65]1.[Br:72][c:73]1[cH:74][cH:75][cH:76][cH:77][n:78]1.[CH2:66]1[NH:67][CH2:68][CH2:69][NH:70][CH2:71]1.[CH:79]([OH:80])([CH3:81])[CH3:82].[CH:83]([N:84]([CH2:85][CH3:86])[CH:87]([CH3:88])[CH3:89])([CH3:90])[CH3:91].[Cl:98][CH2:99][Cl:100].[F:47][C:48]([F:49])([F:50])[C:51]([OH:52])=[O:53].[cH:92]1[cH:93][cH:94][n:95][cH:96][cH:97]1.[n:26]1[cH:27][c:28]([CH:32]([N:33]2[CH2:34][CH2:35][N:36]([C:37]([O:38][C:39]([CH3:40])([CH3:41])[CH3:42])=[O:43])[CH2:44][CH2:45]2)[CH3:46])[cH:29][cH:30][cH:31]1>>[Br:1][c:2]1[c:3]([N:12]2[CH2:13][CH2:14][N:15]([CH:18]([CH3:19])[c:28]3[cH:27][n:26][cH:31][cH:30][cH:29]3)[CH2:16][CH2:17]2)[c:4]([N+:9](=[O:10])[O-:11])[c:5]([NH2:8])[n:6][cH:7]1. Starting materials: COc1cccc(C2(O)CCCN(Cc3ccccc3)C2)c1, CO, Cl. Yields the product COc1cccc(C2(O)CCCNC2)c1. Reaction SMILES: [CH2:1]([c:2]1[cH:3][cH:4][cH:5][cH:6][cH:7]1)[N:8]1[CH2:9][C:10]([OH:14])([c:15]2[cH:16][c:17]([O:21][CH3:22])[cH:18][cH:19][cH:20]2)[CH2:11][CH2:12][CH2:13]1.[CH3:24][OH:25].[ClH:23]>>[NH:8]1[CH2:9][C:10]([OH:14])([c:15]2[cH:16][c:17]([O:21][CH3:22])[cH:18][cH:19][cH:20]2)[CH2:11][CH2:12][CH2:13]1. Reactants: NC1=C2C=CC=NC2=C(C(=C1)C(NC(COC1=CC=CC=C1)=O)C1=CC=CC=C1)O (N-[(5-amino-8-hydroxyquinolin-7-yl)(phenyl)methyl]-2-phenoxyacetamide), COC1OC(=CC1)OC (2,5-dimethoxydihydrofuran). The solvent is C(C)(=O)O (acetic acid). The product is OC=1C(=CC(=C2C=CC=NC12)N1C=CC=C1)C(NC(COC1=CC=CC=C1)=O)C1=CC=CC=C1 (N-[[8-hydroxy-5-(1H-pyrrol-1-yl)quinolin-7-yl](phenyl)methyl]-2-phenoxyacetamide). RXN SMILES: [NH2:1][C:2]1[CH:11]=[C:10]([CH:12]([C:24]2[CH:29]=[CH:28][CH:27]=[CH:26][CH:25]=2)[NH:13][C:14](=[O:23])[CH2:15][O:16][C:17]2[CH:22]=[CH:21][CH:20]=[CH:19][CH:18]=2)[C:9]([OH:30])=[C:8]2[C:3]=1[CH:4]=[CH:5][CH:6]=[N:7]2.CO[CH:33]1[CH2:37][CH:36]=[C:35](OC)O1>C(O)(=O)C>[OH:30][C:9]1[C:10]([CH:12]([C:24]2[CH:29]=[CH:28][CH:27]=[CH:26][CH:25]=2)[NH:13][C:14](=[O:23])[CH2:15][O:16][C:17]2[CH:22]=[CH:21][CH:20]=[CH:19][CH:18]=2)=[CH:11][C:2]([N:1]2[CH:33]=[CH:37][CH:36]=[CH:35]2)=[C:3]2[C:8]=1[N:7]=[CH:6][CH:5]=[CH:4]2. Reported procedure: N-[(5-amino-8-hydroxyquinolin-7-yl)(phenyl)methyl]-2-phenoxyacetamide (150 mg, 0.37 mmol), 2,5-dimethoxydihydrofuran (50 mg, 0.37 mmol) in acetic acid (1 ml) were heated at 65 C for 40 min. The reaction mixture was concentrated, dissolved in ethylacetate, washed with aq. Sodium bicarbonate and dried over sodium sulfate. The solvent was removed in vacuo to afford N-[[8-hydroxy-5-(1H-pyrrol-1-yl)quinolin-7-yl](phenyl)methyl]-2-phenoxyacetamide as a tan solid. Starting materials: C(C)(=O)C=1C=C2CC(NC2=CC1O)=O (5-Acetyl-1,3-dihydro-6-hydroxy-2H-indol-2-one), N1=CC=CC=C1 (pyridine), O (water). Solvent: CN(C=O)C (dimethylformamide). The product is CC1=NOC2=C1C=C1C(=C2)NC(C1)=O (5,7-Dihydro-3-methyl-6H-pyrrolo[4,5-f]-1,2-benzisoxazol-6-one). Yield: 64.9%. As a reaction SMILES: [C:1]([C:4]1[CH:5]=[C:6]2[C:10](=[CH:11][C:12]=1[OH:13])[NH:9][C:8](=[O:14])[CH2:7]2)(=O)[CH3:2].[N:15]1C=CC=CC=1.O>CN(C)C=O>[CH3:2][C:1]1[C:4]2[CH:5]=[C:6]3[CH2:7][C:8](=[O:14])[NH:9][C:10]3=[CH:11][C:12]=2[O:13][N:15]=1. Procedure: A mixture of the oxime acetate formed in step c (4.48 g, 18.0 mmol) and pyridine (14.6 mL, 180 mmol) in dimethylformamide (DMF) (660 mL) was heated at 125°-130° C. for 4 hours. The cooled reaction mixture was poured over water and extracted with EtOAc (4 times). The combined organic layer was washed with water and brine and dried (MgSO4), filtered, and concentrated. Purification by silica gel flash chromatography (50% EtOAc/hexanes→100% EtOAc) gave the title compound (2.20 g, 65%) as a pale yell...